The task is: describe an organic reaction: reactants, conditions, products, and yield. This data is from the Open Reaction Database (ORD), a public repository of structured organic reaction records. Starting materials: COC1=CC(=C(OC2=CC=C(CNC(=O)C3(CC3)NC(=O)C=3C=NC(=NC3)S(=O)(=O)C)C=C2)C=C1)C(F)(F)F (2-methanesulphonyl-pyrimidine-5-carboxylic acid{1-[4-(4-methoxy-2-trifluoromethyl-phenoxy)-benzylcarbamoyl]-cyclopropyl}-amide), N (ammonia), COC1=CC(=C(OC2=CC=C(CNC(=O)C3(CC3)NC(=O)C=3C=NC(=NC3)S(=O)(=O)C)C=C2)C=C1)C(F)(F)F (2-methanesulphonyl-pyrimidine-5-carboxylic acid{1-[4-(4-methoxy-2-trifluoromethyl-phenoxy)-benzylcarbamoyl]-cyclopropyl}-amide), [C-]#N.[K+] (potassium cyanide). Solvent: CN(C)C=O (DMF). Run at temperature 100 celsius. The product is COC1=CC(=C(OC2=CC=C(CNC(=O)C3(CC3)NC(=O)C=3C=NC(=NC3)C#N)C=C2)C=C1)C(F)(F)F (2-Cyano-pyrimidine-5-carboxylic acid{1-[4-(4-methoxy-2-trifluoromethyl-phenoxy)-benzylcarbamoyl]-cyclopropyl}-amide). Yield: 51.0%. RXN SMILES: [CH3:1][O:2][C:3]1[CH:35]=[CH:34][C:6]([O:7][C:8]2[CH:33]=[CH:32][C:11]([CH2:12][NH:13][C:14]([C:16]3([NH:19][C:20]([C:22]4[CH:23]=[N:24][C:25](S(C)(=O)=O)=[N:26][CH:27]=4)=[O:21])[CH2:18][CH2:17]3)=[O:15])=[CH:10][CH:9]=2)=[C:5]([C:36]([F:39])([F:38])[F:37])[CH:4]=1.[C-:40]#[N:41].[K+].N>CN(C=O)C>[CH3:1][O:2][C:3]1[CH:35]=[CH:34][C:6]([O:7][C:8]2[CH:33]=[CH:32][C:11]([CH2:12][NH:13][C:14]([C:16]3([NH:19][C:20]([C:22]4[CH:23]=[N:24][C:25]([C:40]#[N:41])=[N:26][CH:27]=4)=[O:21])[CH2:18][CH2:17]3)=[O:15])=[CH:10][CH:9]=2)=[C:5]([C:36]([F:39])([F:38])[F:37])[CH:4]=1 |f:1.2|. Reported procedure: A solution of 50 mg (0.089 mmol) of 2-methanesulphonyl-pyrimidine-5-carboxylic acid{1-[4-(4-methoxy-2-trifluoromethyl-phenoxy)-benzylcarbamoyl]-cyclopropyl}-amide (product from Example 149) in 2 mL DMF was combined with 9 mg (0.13 mmol) of potassium cyanide and then heated to 100° C. for 10 minutes in a microwave apparatus. The mixture was then combined with 2 mL concentrated ammonia solution and extracted with dichloromethane. The crude product obtained after evaporation was purified by chromat... Starting materials: NC1=CC=CC=C1 (aniline), ClCCC(=O)[NH-] (3-chloropropionyl amide), product 1. Product: C1(=CC=CC=C1)C(C(=O)N)=C (Phenyl acrylamide). As a reaction SMILES: N[C:2]1[CH:7]=[CH:6][CH:5]=[CH:4][CH:3]=1.Cl[CH2:9][CH2:10][C:11]([NH-:13])=[O:12]>>[C:2]1([C:10](=[CH2:9])[C:11]([NH2:13])=[O:12])[CH:7]=[CH:6][CH:5]=[CH:4][CH:3]=1. Procedure details: Phenyl acrylamide was synthesized via the acylation reaction of aniline followed by the β-elimination of the 3-chloropropionyl amide intermediate product (intermediate product 1). Reactants: CCCCCCCC(=O)c1ccc(CCOC(C)=O)cc1, CO. Yields the product CCCCCCCC(=O)c1ccc(CCO)cc1. As a reaction SMILES: [C:1](=[O:2])([CH3:3])[O:4][CH2:5][CH2:6][c:7]1[cH:8][cH:9][c:10]([C:13]([CH2:14][CH2:15][CH2:16][CH2:17][CH2:18][CH2:19][CH3:20])=[O:21])[cH:11][cH:12]1.[CH3:22][OH:23]>>[OH:4][CH2:5][CH2:6][c:7]1[cH:8][cH:9][c:10]([C:13]([CH2:14][CH2:15][CH2:16][CH2:17][CH2:18][CH2:19][CH3:20])=[O:21])[cH:11][cH:12]1.